From a dataset of the Open Reaction Database (ORD), a public repository of structured organic reaction records. describe an organic reaction: reactants, conditions, products, and yield Product: CN(C(=O)SC=1C=C(C(=O)O)C=C(C1)SC(N(C)C)=O)C (3,5-bis(dimethylcarbamoylthio)benzoic acid). Procedure details: Methyl 3,5-bis(dimethylcarbamoylthio)benzoate (3.42 g, 10 mmol) was made to react with 5% aqueous sodium hydroxide solution (10 ml. 12.5 mmol) for 3 hours at 22-25° C. with stirring. After cooling by the addition of 50 ml of ice-water, the reaction mixture was extracted with ethyl acetate (300 ml×3) and the extract was dried over magnesium sulfate. The ethyl acetate was evaporated under reduced pressure and the colorless crystals thus obtained was recrystallized from ethanol to give 2.86 g (87.2... Yield: 87.1%. Reactants: CN(C(=O)SC=1C=C(C(=O)OC)C=C(C1)SC(N(C)C)=O)C (Methyl 3,5-bis(dimethylcarbamoylthio)benzoate), [OH-].[Na+] (sodium hydroxide). RXN SMILES: [CH3:1][N:2]([CH3:22])[C:3]([S:5][C:6]1[CH:7]=[C:8]([CH:13]=[C:14]([S:16][C:17](=[O:21])[N:18]([CH3:20])[CH3:19])[CH:15]=1)[C:9]([O:11]C)=[O:10])=[O:4].[OH-].[Na+]>>[CH3:1][N:2]([CH3:22])[C:3]([S:5][C:6]1[CH:7]=[C:8]([CH:13]=[C:14]([S:16][C:17](=[O:21])[N:18]([CH3:20])[CH3:19])[CH:15]=1)[C:9]([OH:11])=[O:10])=[O:4] |f:1.2|. Solvent: ice water. Starting materials: OC=1C=C(C(=O)C2=CC=CC=C2)C=CC1OC (3-hydroxy-4-methoxybenzophenone), S(O)(O)(=O)=O (Sulphuric acid), [N+](=O)(OC(C)C)[O-] (isopropyl nitrate). The reagents and catalysts are S(=O)(=O)(O)[O-].C(CCC)[N+](CCCC)(CCCC)CCCC (tetrabutylammoniumhydrogen sulphate). The solvent is ClCCl (dichloromethane). Product: OC=1C(=C(C(=O)C2=CC=CC=C2)C=CC1OC)[N+](=O)[O-] (3-Hydroxy-4-methoxy-2-nitrobenzophenone). RXN SMILES: [OH:1][C:2]1[CH:3]=[C:4]([CH:13]=[CH:14][C:15]=1[O:16][CH3:17])[C:5]([C:7]1[CH:12]=[CH:11][CH:10]=[CH:9][CH:8]=1)=[O:6].[N+:18]([O-])([O:20]C(C)C)=[O:19].S(=O)(=O)(O)O>ClCCl.S([O-])(O)(=O)=O.C([N+](CCCC)(CCCC)CCCC)CCC>[OH:1][C:2]1[C:3]([N+:18]([O-:20])=[O:19])=[C:4]([CH:13]=[CH:14][C:15]=1[O:16][CH3:17])[C:5]([C:7]1[CH:12]=[CH:11][CH:10]=[CH:9][CH:8]=1)=[O:6] |f:4.5|. Reported procedure: To a stirred solution of 3-hydroxy-4-methoxybenzophenone (10.0 g, 43.8 mmol) in dichloromethane (100 mL) at room temperature was added tetrabutylammoniumhydrogen sulphate (0.74 g, 5 mol %) followed by isopropyl nitrate (11.5 g, 87.6 mmol). Sulphuric acid (96%, 10 mL) was then added dropwise causing a gently exothermic reaction, and, after stirring for forty minutes, the reaction mixture was poured onto water (300 mL). The phases were separated and the aqueous phase was extracted by dichlorometha... Reported procedure: 133 g (1.00 mol) of iminodiacetic acid were dissolved in 530 ml of water, and the solution was adjusted to pH 7.0 with 40.5 g (1.00 mol) of solid NaOH. 86.0 g (1.00 mol) of methyl acrylate were added dropwise to this solution at 20° C., and the mixture was then stirred for 6 h. The methyl acrylate content after this time had fallen to 0.6% of the initial amount, and the pH was adjusted to 2 by adding 98.5 ml of concentrated HCl. Methyl N,N-bis(carboxymethyl)-3-aminopropionate separated out as co... The yield is 96.0%. Reaction SMILES: [NH:1]([CH2:6][C:7]([OH:9])=[O:8])[CH2:2][C:3]([OH:5])=[O:4].[OH-].[Na+].[C:12]([O:16][CH3:17])(=[O:15])[CH:13]=[CH2:14].Cl>O>[C:3]([CH2:2][N:1]([CH2:6][C:7]([OH:9])=[O:8])[CH2:14][CH2:13][C:12]([O:16][CH3:17])=[O:15])([OH:5])=[O:4] |f:1.2|. Solvent: O (water). Starting materials: solid, C(C=C)(=O)OC (methyl acrylate), C(C=C)(=O)OC (methyl acrylate), N(CC(=O)O)CC(=O)O (iminodiacetic acid), [OH-].[Na+] (NaOH), Cl (HCl). Conditions: time 6 hour. The product is C(=O)(O)CN(CCC(=O)OC)CC(=O)O (methyl N,N-bis(carboxymethyl)-3-aminopropionate). The reactants are Cc1nc2c(o1)CN(C(=O)OC(C)(C)C)C2, ClCCl, O=C(O)C(F)(F)F. Product: Cc1nc2c(o1)CNC2. Reaction SMILES: [CH3:1][c:2]1[o:3][c:4]2[c:5]([n:6]1)[CH2:7][N:8]([C:10]([O:11][C:12]([CH3:13])([CH3:14])[CH3:15])=[O:16])[CH2:9]2.[Cl:24][CH2:25][Cl:26].[OH:17][C:18]([C:19]([F:20])([F:21])[F:22])=[O:23]>>[CH3:1][c:2]1[o:3][c:4]2[c:5]([n:6]1)[CH2:7][NH:8][CH2:9]2. The reactants are FC=1C=C(C=CC1F)C=1C2=C(N(N1)C(=O)N[C@H](C(=O)NC)C(C)(C)C)CCOC2 ((S)-3-(3,4-difluorophenyl)-N-(3,3-dimethyl-1-(methyl-amino)-1-oxobutan-2-yl)-6,7-dihydropyrano[4,3-c]pyrazole-1(4H)-carboxamide), intermediate 18, N[C@@H](C(C)(C)C)CO (tert-leucinol). The product is FC=1C=C(C=CC1F)C1=NN(C=2CCCCC12)C(=O)N[C@H](CO)C(C)(C)C ((S)-3-(3,4-difluorophenyl)-N-(1-hydroxy-3,3-dimethylbutan-2-yl)-4,5,6,7-tetrahydro-1H-indazole-1-carboxamide). As a reaction SMILES: [F:1][C:2]1[CH:3]=[C:4]([C:9]2[C:10]3[CH2:29]O[CH2:27][CH2:26][C:11]=3[N:12]([C:14]([NH:16][C@@H:17]([C:22]([CH3:25])([CH3:24])[CH3:23])[C:18](NC)=[O:19])=[O:15])[N:13]=2)[CH:5]=[CH:6][C:7]=1[F:8].N[C@H:31](CO)C(C)(C)C>>[F:1][C:2]1[CH:3]=[C:4]([C:9]2[C:10]3[CH2:29][CH2:31][CH2:27][CH2:26][C:11]=3[N:12]([C:14]([NH:16][C@@H:17]([C:22]([CH3:24])([CH3:23])[CH3:25])[CH2:18][OH:19])=[O:15])[N:13]=2)[CH:5]=[CH:6][C:7]=1[F:8]. Procedure: Compound 51 was prepared according to the procedure described for the synthesis of compound 28 by replacing intermediate 16 with intermediate 18, and replacing tert-leucine methylamide with tert-leucinol. 1H NMR (CDCl3) δ 7.54-7.60 (m, 1H), 7.41-7.47 (m, 2H), 7.17-7.23 (m, 1H), 6.95 (dd, J=7.3, 3.4 Hz, 1H), 3.80-3.86 (m, 1H), 3.65-3.70 (m, 1H), 3.04 (m, 2H), 2.64 (m, 2H), 1.74-1.84 (m, 4H), 1.04 (s, 9H). LCMS (+ESI) m/z=378.3 [M+H]+. The reactants are C(C1=CC=CC=C1)OC(=O)N1CCC(CC1)CCCCCC[C@H](C(=O)OCC)N[C@H]1COC2=C(N(C1=O)CC(=O)OC(C)(C)C)C=CC=C2 (tert-butyl 3(S)-[7-(1-benzyloxycarbonyl-4-piperidyl)-1(R)-ethoxycarbonylheptyl]amino-4-oxo-2,3,4,5-tetrahydro-1,5-benzoxazepine-5-acetate), Br.C(C)(=O)O (hydrogen bromide acetic acid). The solvent is C(C)OCC (ethyl ether), C(C)(=O)O (acetic acid). Conditions: time 0.5 hour. Yields the product C(=O)(O)[C@@H](CCCCCCC1CCNCC1)N[C@H]1COC2=C(N(C1=O)CC(=O)O)C=CC=C2 (3(S)-[1(R)-carboxy-7-(4-piperidyl)heptyl]amino-4-oxo-2,3,4,5-tetrahydro-1,5-benzoxazepine-5-acetic acid). The yield is 42.1%. As a reaction SMILES: C(OC([N:11]1[CH2:16][CH2:15][CH:14]([CH2:17][CH2:18][CH2:19][CH2:20][CH2:21][CH2:22][C@@H:23]([NH:29][C@@H:30]2[C:36](=[O:37])[N:35]([CH2:38][C:39]([O:41]C(C)(C)C)=[O:40])[C:34]3[CH:46]=[CH:47][CH:48]=[CH:49][C:33]=3[O:32][CH2:31]2)[C:24]([O:26]CC)=[O:25])[CH2:13][CH2:12]1)=O)C1C=CC=CC=1.Br.C(O)(=O)C>C(O)(=O)C.C(OCC)C>[C:24]([C@H:23]([NH:29][C@@H:30]1[C:36](=[O:37])[N:35]([CH2:38][C:39]([OH:41])=[O:40])[C:34]2[CH:46]=[CH:47][CH:48]=[CH:49][C:33]=2[O:32][CH2:31]1)[CH2:22][CH2:21][CH2:20][CH2:19][CH2:18][CH2:17][CH:14]1[CH2:15][CH2:16][NH:11][CH2:12][CH2:13]1)([OH:26])=[O:25] |f:1.2|. Procedure details: To a solution of tert-butyl 3(S)-[7-(1-benzyloxycarbonyl-4-piperidyl)-1(R)-ethoxycarbonylheptyl]amino-4-oxo-2,3,4,5-tetrahydro-1,5-benzoxazepine-5-acetate (0.35 g) in acetic acid (1.5 ml) is added 30% hydrogen bromide-acetic acid solution (1.5 ml). The resulting mixture is allowed to stand for 0.5 hour at room temperature and then diluted with ethyl ether (100 ml). The supernatant layer is removed by decantation and the precipitate is dissolved in 1N sodium hydroxide solution (10 ml). The soluti... Starting materials: C(C1=CC=CC=C1)OC(=O)N1[C@H](C(N(CC1)CCCCO)=O)C ((S)-4-(4-hydroxy-butyl)-2-methyl-3-oxo-piperazine-1-carboxylic acid benzyl ester), ClN1C(N(C(N(C1=O)Cl)=O)Cl)=O (trichloroisocyanuric acid). Reagents/catalysts: CC1(CCCC(N1[O])(C)C)C (2,2,6,6-tetramethylpiperidin-1-oxyl). Run in ClCCl (dichloromethane). Reaction conditions: time 5 minute. Product: C(C1=CC=CC=C1)OC(=O)N1[C@H](C(N(CC1)CCCC=O)=O)C ((S)-4-(4-oxo-butyl)-2-methyl-3-oxo-piperazine-1-carboxylic acid benzyl ester). Yield: 94.0%. Reaction SMILES: [CH2:1]([O:8][C:9]([N:11]1[CH2:16][CH2:15][N:14]([CH2:17][CH2:18][CH2:19][CH2:20][OH:21])[C:13](=[O:22])[C@@H:12]1[CH3:23])=[O:10])[C:2]1[CH:7]=[CH:6][CH:5]=[CH:4][CH:3]=1.ClN1C(=O)N(Cl)C(=O)N(Cl)C1=O>ClCCl.CC1(C)N([O])C(C)(C)CCC1>[CH2:1]([O:8][C:9]([N:11]1[CH2:16][CH2:15][N:14]([CH2:17][CH2:18][CH2:19][CH:20]=[O:21])[C:13](=[O:22])[C@@H:12]1[CH3:23])=[O:10])[C:2]1[CH:3]=[CH:4][CH:5]=[CH:6][CH:7]=1 |^1:42|. Procedure details: To a solution of (S)-4-(4-hydroxy-butyl)-2-methyl-3-oxo-piperazine-1-carboxylic acid benzyl ester (1.67 g, 5.21 mmol) in dichloromethane (18 mL) were added at room temperature trichloroisocyanuric acid (1.28 g, 5.21 mmol) and 2,2,6,6-tetramethylpiperidin-1-oxyl (8 mg, 0.05 mmol), upon which an exothermic reaction (Tmax=36° C.) under gas evolution started. The reaction mixture was stirred for 5 min, then insoluble material was removed by filtration. The filtrate was washed with 1 M aq. sodium thi...